This data is from the Open Reaction Database (ORD), a public repository of structured organic reaction records. The task is: describe an organic reaction: reactants, conditions, products, and yield Reactants: [BH4-], CC1Cc2c(Br)csc2C1=O, Cc1ccccc1, Cl, [Na+], O. Yields the product CC1=Cc2scc(Br)c2C1. RXN SMILES: [BH4-:1].[Br:3][c:4]1[c:5]2[c:6]([s:7][cH:8]1)[C:9](=[O:13])[CH:10]([CH3:12])[CH2:11]2.[CH3:15][c:16]1[cH:17][cH:18][cH:19][cH:20][cH:21]1.[ClH:14].[Na+:2].[OH2:22]>>[Br:3][c:4]1[c:5]2[c:6]([s:7][cH:8]1)[CH:9]=[C:10]([CH3:12])[CH2:11]2. Starting materials: C(C)C1C(CC(C(C(OC(C2CCCCN2C(C(C2(C(CC(C(C(CC(CC(=C1)C)C)OC)O2)OC)C)O)=O)=O)=O)C(=CC2CC(C(CC2)O)OC(C)C)C)C)O[Si](C)(C)C(C)(C)C)=O (17-ethyl-1-hydroxy-14-(tert-butyldimethylsiloxy)-12-[2'-(4"-hydroxy-3"-isopropyloxycyclohexyl)-1'-methylvinyl]-23,25-dimethoxy-13,19,21,27-tetramethyl-11,28-dioxa-4-azatricyclo[22.3.1.04,9 ]octacos-18-ene-2,3,10,16-tetraone), C(C)(C)N(CC)C(C)C (diisopropylethyl amine), [N+](=O)([O-])C1=C(C=CC=C1)S(=O)(=O)Cl (o-nitrophenylsulfonyl chloride). Reagents/catalysts: CN(C1=CC=NC=C1)C (4-dimethylaminopyridine). Solvent: C(Cl)Cl (methylene chloride), C(C)(=O)OCC (ethyl acetate). Conditions: time 5 hour. Yields the product C(C)C1C(CC(C(C(OC(C2CCCCN2C(C(C2(C(CC(C(C(CC(CC(=C1)C)C)OC)O2)OC)C)O)=O)=O)=O)C(=CC2CC(C(CC2)OS(=O)(=O)C2=C(C=CC=C2)[N+](=O)[O-])OC(C)C)C)C)O[Si](C)(C)C(C)(C)C)=O (17-Ethyl-1-hydroxy-14-(tert-butyldimethylsiloxy)-12-[2'-(4"-(o-nitrophenylsulfonyloxy)-3"-isopropyloxycyclohexyl)-1'-methylvinyl]-23,25-dimethoxy-13,19,21,27-tetramethyl-11,28-dioxa-4-azatricyclo[22.3.1.04,9 ]octacos-18-ene-2,3,10,16-tetraone). Yield: 90.8%. As a reaction SMILES: [CH2:1]([CH:3]1[CH:29]=[C:28]([CH3:30])[CH2:27][CH:26]([CH3:31])[CH2:25][CH:24]([O:32][CH3:33])[CH:23]2[O:34][C:19]([OH:38])([CH:20]([CH3:37])[CH2:21][CH:22]2[O:35][CH3:36])[C:18](=[O:39])[C:17](=[O:40])[N:16]2[CH:11]([CH2:12][CH2:13][CH2:14][CH2:15]2)[C:10](=[O:41])[O:9][CH:8]([C:42]([CH3:55])=[CH:43][CH:44]2[CH2:49][CH2:48][CH:47]([OH:50])[CH:46]([O:51][CH:52]([CH3:54])[CH3:53])[CH2:45]2)[CH:7]([CH3:56])[CH:6]([O:57][Si:58]([C:61]([CH3:64])([CH3:63])[CH3:62])([CH3:60])[CH3:59])[CH2:5][C:4]1=[O:65])[CH3:2].C(N(C(C)C)CC)(C)C.[N+:75]([C:78]1[CH:83]=[CH:82][CH:81]=[CH:80][C:79]=1[S:84](Cl)(=[O:86])=[O:85])([O-:77])=[O:76]>C(Cl)Cl.CN(C)C1C=CN=CC=1.C(OCC)(=O)C>[CH2:1]([CH:3]1[CH:29]=[C:28]([CH3:30])[CH2:27][CH:26]([CH3:31])[CH2:25][CH:24]([O:32][CH3:33])[CH:23]2[O:34][C:19]([OH:38])([CH:20]([CH3:37])[CH2:21][CH:22]2[O:35][CH3:36])[C:18](=[O:39])[C:17](=[O:40])[N:16]2[CH:11]([CH2:12][CH2:13][CH2:14][CH2:15]2)[C:10](=[O:41])[O:9][CH:8]([C:42]([CH3:55])=[CH:43][CH:44]2[CH2:49][CH2:48][CH:47]([O:50][S:84]([C:79]3[CH:80]=[CH:81][CH:82]=[CH:83][C:78]=3[N+:75]([O-:77])=[O:76])(=[O:85])=[O:86])[CH:46]([O:51][CH:52]([CH3:53])[CH3:54])[CH2:45]2)[CH:7]([CH3:56])[CH:6]([O:57][Si:58]([C:61]([CH3:62])([CH3:63])[CH3:64])([CH3:59])[CH3:60])[CH2:5][C:4]1=[O:65])[CH3:2]. Procedure details: To a solution of 17-ethyl-1-hydroxy-14-(tert-butyldimethylsiloxy)-12-[2'-(4"-hydroxy-3"-isopropyloxycyclohexyl)-1'-methylvinyl]-23,25-dimethoxy-13,19,21,27-tetramethyl-11,28-dioxa-4-azatricyclo[22.3.1.04,9 ]octacos-18-ene-2,3,10,16-tetraone (80 mg) in dry methylene chloride (1 ml) was added an excess of diisopropylethyl amine (36 μl) and o-nitrophenylsulfonyl chloride (39 mg) followed by addition of 4-dimethylaminopyridine (22 mg). The mixture was stirred at room temperature for 5 hours at which... Reactants: CS(=O)(=O)OC(C)C1=CC(=C(C=C1)[N+](=O)[O-])C (1-(3-Methyl-4-nitrophenyl)-ethyl methanesulfonate), FC(C(F)(F)F)(C1=NNC(=N1)C(F)(F)F)F (3-pentafluoroethyl-5-trifluoromethyl-1H-(1,2,4)-triazole), C([O-])([O-])=O.[K+].[K+] (potassium carbonate), C1COCCOCCOCCOCCOCCO1 (18-crown-6). Solvent: O (water), C(C)#N (acetonitrile). Yields the product CC=1C=C(C=CC1[N+](=O)[O-])C(C)N1N=C(N=C1C(C(F)(F)F)(F)F)C(F)(F)F ([1-(3-methyl-4-nitro-phenyl)-ethyl]-5-pentafluoroethyl-3-trifluoromethyl-1H-(1,2,4)-triazole), CC=1C=C(C=CC1[N+](=O)[O-])C(C)N1N=C(N=C1C(F)(F)F)C(C(F)(F)F)(F)F ([1-(3-methyl-4-nitro-phenyl)-ethyl]-3-pentafluoroethyl-5-trifluoromethyl-1H-(1,2,4)-triazole). Reaction SMILES: CS(O[CH:6]([C:8]1[CH:13]=[CH:12][C:11]([N+:14]([O-:16])=[O:15])=[C:10]([CH3:17])[CH:9]=1)[CH3:7])(=O)=O.[F:18][C:19]([F:33])([C:24]1[N:28]=[C:27]([C:29]([F:32])([F:31])[F:30])[NH:26][N:25]=1)[C:20]([F:23])([F:22])[F:21].C(=O)([O-])[O-].[K+].[K+].C1OCCOCCOCCOCCOCCOC1>C(#N)C.O>[CH3:17][C:10]1[CH:9]=[C:8]([CH:6]([N:25]2[C:24]([C:19]([F:18])([F:33])[C:20]([F:23])([F:22])[F:21])=[N:28][C:27]([C:29]([F:30])([F:31])[F:32])=[N:26]2)[CH3:7])[CH:13]=[CH:12][C:11]=1[N+:14]([O-:16])=[O:15].[CH3:17][C:10]1[CH:9]=[C:8]([CH:6]([N:26]2[C:27]([C:29]([F:32])([F:31])[F:30])=[N:28][C:24]([C:19]([F:18])([F:33])[C:20]([F:21])([F:22])[F:23])=[N:25]2)[CH3:7])[CH:13]=[CH:12][C:11]=1[N+:14]([O-:16])=[O:15] |f:2.3.4|. Procedure details: 1-(3-Methyl-4-nitrophenyl)-ethyl methanesulfonate (2.5 g), 3-pentafluoroethyl-5-trifluoromethyl-1H-(1,2,4)-triazole (2.2 g), potassium carbonate (1.6 g) and 18-crown-6 (0.26 g) were refluxed in acetonitrile (100 ml) for 6 hours. After finishing the reaction, water (100 ml) was added thereto and the mixture was extracted with ethyl acetate. The organic layer was washed with saturated aqueous solution of sodium chloride (100 ml) and then dried with anhydrous sodium sulfate. After distilling off th... Reactants: ClC1=CC=C(C=C1)C1=NC(=NC=C1OCC(F)(F)F)C(=O)O (4-(4-chloro-phenyl)-5-(2,2,2-trifluoro-ethoxy)-pyrimidine-2-carboxylic acid), FC(C1=NOC(=C1)CN)(F)F (3-trifluoromethyl-isoxazol-5-methanamine). Yields the product FC(C1=NOC(=C1)CNC(=O)C1=NC=C(C(=N1)C1=CC=C(C=C1)Cl)OCC(F)(F)F)(F)F (4-(4-chloro-phenyl)-5-(2,2,2-trifluoro-ethoxy)-pyrimidine-2-carboxylic acid (3-trifluoromethyl-isoxazol-5-ylmethyl)-amide). As a reaction SMILES: [Cl:1][C:2]1[CH:7]=[CH:6][C:5]([C:8]2[C:13]([O:14][CH2:15][C:16]([F:19])([F:18])[F:17])=[CH:12][N:11]=[C:10]([C:20]([OH:22])=O)[N:9]=2)=[CH:4][CH:3]=1.[F:23][C:24]([F:33])([F:32])[C:25]1[CH:29]=[C:28]([CH2:30][NH2:31])[O:27][N:26]=1>>[F:33][C:24]([F:23])([F:32])[C:25]1[CH:29]=[C:28]([CH2:30][NH:31][C:20]([C:10]2[N:9]=[C:8]([C:5]3[CH:4]=[CH:3][C:2]([Cl:1])=[CH:7][CH:6]=3)[C:13]([O:14][CH2:15][C:16]([F:18])([F:17])[F:19])=[CH:12][N:11]=2)=[O:22])[O:27][N:26]=1. Procedure details: The title compound was synthesized in analogy to Example 1, using 4-(4-chloro-phenyl)-5-(2,2,2-trifluoro-ethoxy)-pyrimidine-2-carboxylic acid (example AA) and 3-trifluoromethyl-isoxazol-5-methanamine (example BA) as starting materials; MS: 481.0 (M+H)+. Starting materials: C(C1=CC=CC=C1)(C1=CC=CC=C1)N1CC(C1)O[Si](C)(C)C(C)(C)C (1-benzhydryl-3-(tert-butyl-dimethylsilanyloxy)-azetidine), [H][H] (hydrogen). The reagents and catalysts are [OH-].[OH-].[Pd+2] (palladium hydroxide on activated carbon). Solvent: C(C)O (ethanol), C(C)O (ethanol). Run at time 15 minute. Product: [Si](C)(C)(C(C)(C)C)OC1CNC1 (3-(tert-Butyl-dimethylsilanyloxy)-azetidine). Yield: 43.1%. As a reaction SMILES: C([N:14]1[CH2:17][CH:16]([O:18][Si:19]([C:22]([CH3:25])([CH3:24])[CH3:23])([CH3:21])[CH3:20])[CH2:15]1)(C1C=CC=CC=1)C1C=CC=CC=1.[H][H]>[OH-].[OH-].[Pd+2].C(O)C>[Si:19]([O:18][CH:16]1[CH2:17][NH:14][CH2:15]1)([C:22]([CH3:25])([CH3:24])[CH3:23])([CH3:21])[CH3:20] |f:2.3.4|. Reported procedure: Add 20% palladium hydroxide on activated carbon (0.946 g) and ethanol (20 mL) to a Parr pressure vessel. Purge the reaction vessel with nitrogen, pressurize the reaction mixture with hydrogen (400 kPa), seal the vessel and agitate the mixture at RT for 15 min. Vent the hydrogen from the reaction vessel and purge the reaction vessel with nitrogen. Add 1-benzhydryl-3-(tert-butyl-dimethylsilanyloxy)-azetidine (3.89 g, 0.0110 mol) and ethanol (80 mL) to the pressure vessel. Purge the reaction vessel... Starting materials: C1(CCCC1)SC=1C=C(C=CC1)CO ([3-(cyclopentylthio)phenyl]methanol), [H-].[Na+] (sodium hydride), CS(=O)(=O)OCCOCCCCCCN1C(O[C@@H](C1)C1=CC2=C(OC(OC2)(C)C)C=C1)=O (2-({6-[(5R)-5-(2,2-Dimethyl-4H-1,3-benzodioxin-6-yl)-2-oxo-1,3-oxazolidin-3-yl]hexyl}oxy)ethyl methanesulfonate), P(=O)([O-])([O-])[O-] (Phosphate). Solvent: CN(C)C=O (DMF), CN(C)C=O (DMF). Reaction conditions: time 1 hour. Yields the product C1(CCCC1)SC=1C=C(COCCOCCCCCCN2C(O[C@@H](C2)C2=CC3=C(OC(OC3)(C)C)C=C2)=O)C=CC1 ((5R)-3-[6-(2-{[3-(Cyclopentylthio)benzyl]oxy}ethoxy)hexyl]-5-(2,2-dimethyl-4H-1,3-benzodioxin-6-yl)-1,3-oxazolidin-2-one). Isolated yield 46.4%. RXN SMILES: [CH:1]1([S:6][C:7]2[CH:8]=[C:9]([CH2:13][OH:14])[CH:10]=[CH:11][CH:12]=2)[CH2:5][CH2:4][CH2:3][CH2:2]1.[H-].[Na+].CS(O[CH2:22][CH2:23][O:24][CH2:25][CH2:26][CH2:27][CH2:28][CH2:29][CH2:30][N:31]1[CH2:35][C@@H:34]([C:36]2[CH:47]=[CH:46][C:39]3[O:40][C:41]([CH3:45])([CH3:44])[O:42][CH2:43][C:38]=3[CH:37]=2)[O:33][C:32]1=[O:48])(=O)=O.P([O-])([O-])([O-])=O>CN(C=O)C>[CH:1]1([S:6][C:7]2[CH:8]=[C:9]([CH:10]=[CH:11][CH:12]=2)[CH2:13][O:14][CH2:22][CH2:23][O:24][CH2:25][CH2:26][CH2:27][CH2:28][CH2:29][CH2:30][N:31]2[CH2:35][C@@H:34]([C:36]3[CH:47]=[CH:46][C:39]4[O:40][C:41]([CH3:44])([CH3:45])[O:42][CH2:43][C:38]=4[CH:37]=3)[O:33][C:32]2=[O:48])[CH2:5][CH2:4][CH2:3][CH2:2]1 |f:1.2|. Reported procedure: A solution of [3-(cyclopentylthio)phenyl]methanol (270 mg) in dry DMF (10 ml) under nitrogen was treated with sodium hydride (60% dispersion on mineral oil, 57 mg) and the mixture stirred for 1 h. 2-({6-[(5R)-5-(2,2-Dimethyl-4H-1,3-benzodioxin-6-yl)-2-oxo-1,3-oxazolidin-3-yl]hexyl}oxy)ethyl methanesulfonate (0.4 g) in dry DMF (2 ml) was then added and the mixture stirred for 18 h. Phosphate buffer solution (pH6.5) was added and the mixture extracted with ethyl acetate. The combined extracts were... The reactants are CCOC(=O)C(Cc1ccc(OCCc2ccc(S(C)(=O)=O)cc2)cc1)Sc1ccccc1, CC(C)C[AlH]CC(C)C, ClCCl. The product is CS(=O)(=O)c1ccc(CCOc2ccc(CC(CO)Sc3ccccc3)cc2)cc1. As a reaction SMILES: [CH3:1][S:2](=[O:3])(=[O:4])[c:5]1[cH:6][cH:7][c:8]([CH2:11][CH2:12][O:13][c:14]2[cH:15][cH:16][c:17]([CH2:20][CH:21]([C:22](=[O:23])[O:24][CH2:25][CH3:26])[S:27][c:28]3[cH:29][cH:30][cH:31][cH:32][cH:33]3)[cH:18][cH:19]2)[cH:9][cH:10]1.[CH3:34][CH:35]([CH2:36][AlH:37][CH2:38][CH:39]([CH3:40])[CH3:41])[CH3:42].[Cl:43][CH2:44][Cl:45]>>[CH3:1][S:2](=[O:3])(=[O:4])[c:5]1[cH:6][cH:7][c:8]([CH2:11][CH2:12][O:13][c:14]2[cH:15][cH:16][c:17]([CH2:20][CH:21]([CH2:22][OH:23])[S:27][c:28]3[cH:29][cH:30][cH:31][cH:32][cH:33]3)[cH:18][cH:19]2)[cH:9][cH:10]1.